Dataset: the Open Reaction Database (ORD), a public repository of structured organic reaction records. Task: describe an organic reaction: reactants, conditions, products, and yield Reactants: ClC1=CC=C(COC2=CC(NC=C2)=O)C=C1 (4-((4-chlorobenzyl)oxy)pyridin-2(1H)-one), BrC=1C=CC2=C(N(C(=N2)C2C(C2)(F)F)C)C1 (6-bromo-2-(2,2-difluorocyclopropyl)-1-methyl-1H-benzimidazole), C([O-])([O-])=O.[K+].[K+] (potassium carbonate), CNCCNC (N,N′-dimethylethylenediamine). The reagents and catalysts are [Cu](I)I (copper iodide). Solvent: CS(=O)C (DMSO). Conditions: temperature 150 celsius, time 1 hour. Yields the product ClC1=CC=C(COC2=CC(N(C=C2)C=2C=CC3=C(N(C(=N3)C3C(C3)(F)F)C)C2)=O)C=C1 (4-((4-Chlorobenzyl)oxy)-1-(2-(2,2-difluorocyclopropyl)-1-methyl-1H-benzimidazol-6-yl)pyridin-2(1H)-one). The yield is 1.1%. As a reaction SMILES: [Cl:1][C:2]1[CH:16]=[CH:15][C:5]([CH2:6][O:7][C:8]2[CH:13]=[CH:12][NH:11][C:10](=[O:14])[CH:9]=2)=[CH:4][CH:3]=1.Br[C:18]1[CH:19]=[CH:20][C:21]2[N:25]=[C:24]([CH:26]3[CH2:28][C:27]3([F:30])[F:29])[N:23]([CH3:31])[C:22]=2[CH:32]=1.C(=O)([O-])[O-].[K+].[K+].CNCCNC>[Cu](I)I.CS(C)=O>[Cl:1][C:2]1[CH:16]=[CH:15][C:5]([CH2:6][O:7][C:8]2[CH:13]=[CH:12][N:11]([C:18]3[CH:19]=[CH:20][C:21]4[N:25]=[C:24]([CH:26]5[CH2:28][C:27]5([F:30])[F:29])[N:23]([CH3:31])[C:22]=4[CH:32]=3)[C:10](=[O:14])[CH:9]=2)=[CH:4][CH:3]=1 |f:2.3.4|. Reported procedure: A mixture of 4-((4-chlorobenzyl)oxy)pyridin-2(1H)-one (100 mg), 6-bromo-2-(2,2-difluorocyclopropyl)-1-methyl-1H-benzimidazole (122 mg), potassium carbonate (176 mg), N,N′-dimethylethylenediamine (0.046 ml), copper iodide (81 mg) and DMSO (3 ml) was stirred at 150° C. under Ar atmosphere for 1 h. The mixture was quenched with 28% NH3 solution and the precipitate was collected by filtration. The solid was dissolved in THF, passed through NH silica gel pad and concentrated in vacuo. The precipitate... Reactants: CCOC(=O)CCc1ccc(Oc2ccc(C(=Cc3cc(OC)cc(OC)c3)C(=O)O)cc2)cc1, CC[O-], CCO, NC(=O)NC1CCCCC1, Cl, O=C(O)C(F)(F)F, [Na+]. Yields the product COc1cc(C=C(C(=O)O)c2ccc(Oc3ccc(CCC(=O)NC(=O)NC4CCCCC4)cc3)cc2)cc(OC)c1. Reaction SMILES: [CH3:11][O:12][c:13]1[cH:14][c:15]([CH:21]=[C:22]([C:23](=[O:24])[OH:25])[c:26]2[cH:27][cH:28][c:29]([O:32][c:33]3[cH:34][cH:35][c:36]([CH2:39][CH2:40][C:41](=[O:42])[O:43][CH2:44][CH3:45])[cH:37][cH:38]3)[cH:30][cH:31]2)[cH:16][c:17]([O:19][CH3:20])[cH:18]1.[CH3:55][CH2:56][O-:57].[CH3:58][CH2:59][OH:60].[CH:1]1([NH:7][C:8](=[O:9])[NH2:10])[CH2:2][CH2:3][CH2:4][CH2:5][CH2:6]1.[ClH:53].[F:46][C:47]([F:48])([F:49])[C:50]([OH:51])=[O:52].[Na+:54]>>[CH:1]1([NH:7][C:8](=[O:9])[NH:10][C:41]([CH2:40][CH2:39][c:36]2[cH:35][cH:34][c:33]([O:32][c:29]3[cH:28][cH:27][c:26]([C:22](=[CH:21][c:15]4[cH:14][c:13]([O:12][CH3:11])[cH:18][c:17]([O:19][CH3:20])[cH:16]4)[C:23](=[O:24])[OH:25])[cH:31][cH:30]3)[cH:38][cH:37]2)=[O:42])[CH2:2][CH2:3][CH2:4][CH2:5][CH2:6]1. The reactants are C(C1=CC=CC=C1)(=O)Cl (benzoyl chloride), [OH-].[Na+] (sodium hydroxide), S(O)(O)(=O)=O (sulfuric acid), [OH-].[Na+] (sodium hydroxide), NC(C(C)C)C(=O)O (DL-valine). Solvent: O1CCOCC1 (dioxane). Run at temperature 0 celsius, time 2 hour. The product is C(C1=CC=CC=C1)(=O)NC(C(C)C)C(=O)O (N-Benzoyl-DL-valine). As a reaction SMILES: [C:1](Cl)(=[O:8])[C:2]1[CH:7]=[CH:6][CH:5]=[CH:4][CH:3]=1.[OH-].[Na+].[NH2:12][CH:13]([C:17]([OH:19])=[O:18])[CH:14]([CH3:16])[CH3:15].S(=O)(=O)(O)O>O1CCOCC1>[C:1]([NH:12][CH:13]([C:17]([OH:19])=[O:18])[CH:14]([CH3:16])[CH3:15])(=[O:8])[C:2]1[CH:7]=[CH:6][CH:5]=[CH:4][CH:3]=1 |f:1.2|. Procedure details: 119 ml. (1.025 moles) of benzoyl chloride and 760 ml. of 2N. sodium hydroxide solution (1.52 moles) are simultaneously added to a mixture of 100 g. (0.854 mole) of DL-valine, 200 ml. of dioxane and 350 ml. of 2N. sodium hydroxide solution (0.7 mole) stirred at 0°-5° C., the additions being at rates such that the pH of the reaction mixture is always basic and the temperature does not exceed 5° C., the reaction being exothermic. The reaction mixture is allowed to warm to 20°-25° C., stirred at 20°... Reactants: ClC1=CC=C(N)C=C1 (p-chloroaniline), S(O)(O)(=O)=O (sulfuric acid), S(O)(O)(=O)=O (sulfuric acid), OS(=O)(=O)O.O=S(=O)=O (oleum). Reaction conditions: temperature 65 celsius, time 15 minute. Product: ClC1=C(C=C(N)C=C1)S(=O)(=O)O (4-chloroaniline-3-sulfonic acid). Reaction SMILES: [Cl:1][C:2]1[CH:8]=[CH:7][C:5]([NH2:6])=[CH:4][CH:3]=1.[S:9](=O)(=[O:12])([OH:11])[OH:10].OS(O)(=O)=O.O=S(=O)=O>>[Cl:1][C:2]1[CH:8]=[CH:7][C:5]([NH2:6])=[CH:4][C:3]=1[S:9]([OH:12])(=[O:11])=[O:10] |f:2.3|. Procedure details: 128 parts of p-chloroaniline are added, in portions, at a maximum temperature of 85° C. to 238 parts of 100% sulfuric acid. The mixture is then stirred for 15 minutes at 65° C. until a clear solution forms. This sulfuric acid solution is run into 420 parts of 66% oleum over 30 minutes, while keeping the temperature at 65°-70° C. by cooling with an ice bath. The reaction mixture is stirred for 2 hours at 70° C. to bring the reaction to completion and to give 4-chloroaniline-3-sulfonic acid. The b... Starting materials: C(=O)(C(F)(F)F)O (TFA), O1CCN(CC1)C1=CC2=C(NC(=N2)C2=NN(C3=CC=C(C=C23)NC(=O)C2CC2)C2OCCCC2)C=C1 (N-(3-(5-morpholino-1H-benzo[d]imidazol-2-yl)-1-(tetrahydro-2H-pyran-2-yl)-1H-indazol-5-yl)cyclopropanecarboxamide). The solvent is C(Cl)Cl (CH2Cl2). Reaction conditions: time 8 hour. Yields the product O1CCN(CC1)C1=CC2=C(NC(=N2)C2=NNC3=CC=C(C=C23)NC(=O)C2CC2)C=C1 (N-(3-(5-morpholino-1H-benzo[d]imidazol-2-yl)-1H-indazol-5-yl)cyclopropanecarboxamide). Yield: 80.2%. RXN SMILES: C(O)(C(F)(F)F)=O.[O:8]1[CH2:13][CH2:12][N:11]([C:14]2[CH:43]=[CH:42][C:17]3[NH:18][C:19]([C:21]4[C:29]5[C:24](=[CH:25][CH:26]=[C:27]([NH:30][C:31]([CH:33]6[CH2:35][CH2:34]6)=[O:32])[CH:28]=5)[N:23](C5CCCCO5)[N:22]=4)=[N:20][C:16]=3[CH:15]=2)[CH2:10][CH2:9]1>C(Cl)Cl>[O:8]1[CH2:9][CH2:10][N:11]([C:14]2[CH:43]=[CH:42][C:17]3[NH:18][C:19]([C:21]4[C:29]5[C:24](=[CH:25][CH:26]=[C:27]([NH:30][C:31]([CH:33]6[CH2:34][CH2:35]6)=[O:32])[CH:28]=5)[NH:23][N:22]=4)=[N:20][C:16]=3[CH:15]=2)[CH2:12][CH2:13]1. Reported procedure: TFA (0.238 mL, 3.08 mmol) was added to solution of N-(3-(5-morpholino-1H-benzo[d]imidazol-2-yl)-1-(tetrahydro-2H-pyran-2-yl)-1H-indazol-5-yl)cyclopropanecarboxamide (15 mg, 0.031 mmol) in CH2Cl2 (5 mL). The reaction mixture was stirred overnight at room temperature, and then the solvent was removed in vacuum. Purification by flash column chromatography (5% CH3OH/CH2Cl2) afforded the title compound (10 mg) as a solid. 1H NMR: (400 MHz, CD3OD): δ 8.59 (d, 1H, J=1.2 Hz), 7.66 (m, 2H), 7.47 (dd, 1H,... Reactants: CC(C)([O-])C.[K+] (potassium tert-butoxide), C1(=CC=CC=C1)O (phenol), Heterocyclic, NC1=NC2=CC=CC(=C2C(=N1)N)F (2,4-diamino-5-fluoroquinazoline). The solvent is CS(=O)C (dimethyl suiphoxide), O (water), CS(=O)C (dimethyl suiphoxide). Product: NC1=NC=NC2=CC=CC(=C12)F (4-Amino-5-fluoroquinazoline). As a reaction SMILES: C1(O)C=CC=CC=1.CC(C)([O-])C.[K+].N[C:15]1[N:24]=[C:23]([NH2:25])[C:22]2[C:17](=[CH:18][CH:19]=[CH:20][C:21]=2[F:26])[N:16]=1>CS(C)=O.O>[NH2:25][C:23]1[C:22]2[C:17](=[CH:18][CH:19]=[CH:20][C:21]=2[F:26])[N:16]=[CH:15][N:24]=1 |f:1.2|. Procedure details: A solution of phenol (optionally substituted) in dimethyl suiphoxide was added to a stirred mixture of potassium tert-butoxide in dimethyl suiphoxide at room temperature. After 15 minutes 2,4-diamino-5-fluoroquinazoline was added all at once (as the solid) and the mixture was heated to ca 50° C. for 7 hours. After cooling to room temperature the suspension was diluted with water, the solid collected by is filtration, washed, recrystallized from ethanol or n-butyl acetate and dried at 50° C. in v...